Task: describe an organic reaction: reactants, conditions, products, and yield. Dataset: the Open Reaction Database (ORD), a public repository of structured organic reaction records Reactants: CNCC1(CCOCC1)C=1SC=C(N1)C1=CC=CC=C1 (N-methyl-1-(4-(4-phenylthiazol-2-yl)tetrahydro-2H-pyran-4-yl)methanamine), FC(C1=NC(=NO1)C=1C=C(C(=O)O)C=CC1)(F)F (3-(5-(trifluoromethyl)-1,2,4-oxadiazol-3-yl)benzoic acid). The product is CN(C(C1=CC(=CC=C1)C1=NOC(=N1)C(F)(F)F)=O)CC1(CCOCC1)C=1SC=C(N1)C1=CC=CC=C1 (N-Methyl-N-((4-(4-phenylthiazol-2-yl)tetrahydro-2H-pyran-4-yl)methyl)-3-(5-(trifluoromethyl)-1,2,4-oxadiazol-3-yl)benzamide). Yield: 14.0%. Reaction SMILES: [CH3:1][NH:2][CH2:3][C:4]1([C:10]2[S:11][CH:12]=[C:13]([C:15]3[CH:20]=[CH:19][CH:18]=[CH:17][CH:16]=3)[N:14]=2)[CH2:9][CH2:8][O:7][CH2:6][CH2:5]1.[F:21][C:22]([F:38])([F:37])[C:23]1[O:27][N:26]=[C:25]([C:28]2[CH:29]=[C:30]([CH:34]=[CH:35][CH:36]=2)[C:31](O)=[O:32])[N:24]=1>>[CH3:1][N:2]([CH2:3][C:4]1([C:10]2[S:11][CH:12]=[C:13]([C:15]3[CH:20]=[CH:19][CH:18]=[CH:17][CH:16]=3)[N:14]=2)[CH2:5][CH2:6][O:7][CH2:8][CH2:9]1)[C:31](=[O:32])[C:30]1[CH:34]=[CH:35][CH:36]=[C:28]([C:25]2[N:24]=[C:23]([C:22]([F:38])([F:37])[F:21])[O:27][N:26]=2)[CH:29]=1. Procedure: This compound was synthesized from N-methyl-1-(4-(4-phenylthiazol-2-yl)tetrahydro-2H-pyran-4-yl)methanamine and 3-(5-(trifluoromethyl)-1,2,4-oxadiazol-3-yl)benzoic acid as described in example 8 step 6 (30 mg, yield 14%). 1H NMR (400 MHz, CDCl3) δ 8.13-8.09 (m, 2H), 7.96-7.94 (m, 2H), 7.57-7.55 (m, 2H), 7.48-7.41 (m, 3H), 7.36-7.32 (m, 1H), 3.99-3.96 (m, 2H), 3.92 (s, 2H), 3.66-3.60 (m, 2H), 2.53 (s, 3H), 2.48-2.44 (m, 2H), 2.23-2.16 (m, 2H). MS (ESI) m/z: Calculated for C26H23F3N4O3S: 528.14. f... Starting materials: CN(C=O)C (Dimethylformamide), [H-].[Na+] (sodium hydride), ClC1=C(C=CC(=C1)OC1=NC=NC2=CC(=C(C=C12)OC)OC)NC(OCC1=C(C=CC=C1)OC)=O (2-methoxybenzyl N-{2-chloro-4-[(6,7-dimethoxy-4-quinazolinyl)oxy]phenyl}carbamate), CN(C=O)C (dimethylformamide), CI (methyl iodide). Solvent: O (Water). Reaction conditions: time 10 minute. Product: ClC1=C(C=CC(=C1)OC1=NC=NC2=CC(=C(C=C12)OC)OC)N(C(OCC1=C(C=CC=C1)OC)=O)C (2-Methoxybenzyl N-{2-chloro-4-[(6,7-dimethoxy-4-quinazolinyl)oxy]phenyl}-N-methylcarbamate). Isolated yield 75.0%. RXN SMILES: [CH3:1]N(C)C=O.[H-].[Na+].[Cl:8][C:9]1[CH:14]=[C:13]([O:15][C:16]2[C:25]3[C:20](=[CH:21][C:22]([O:28][CH3:29])=[C:23]([O:26][CH3:27])[CH:24]=3)[N:19]=[CH:18][N:17]=2)[CH:12]=[CH:11][C:10]=1[NH:30][C:31](=[O:42])[O:32][CH2:33][C:34]1[CH:39]=[CH:38][CH:37]=[CH:36][C:35]=1[O:40][CH3:41].CI>O>[Cl:8][C:9]1[CH:14]=[C:13]([O:15][C:16]2[C:25]3[C:20](=[CH:21][C:22]([O:28][CH3:29])=[C:23]([O:26][CH3:27])[CH:24]=3)[N:19]=[CH:18][N:17]=2)[CH:12]=[CH:11][C:10]=1[N:30]([CH3:1])[C:31](=[O:42])[O:32][CH2:33][C:34]1[CH:39]=[CH:38][CH:37]=[CH:36][C:35]=1[O:40][CH3:41] |f:1.2|. Procedure: Dimethylformamide (5 ml) was added to sodium hydride (11 mg), and 2-methoxybenzyl N-{2-chloro-4-[(6,7-dimethoxy-4-quinazolinyl)oxy]phenyl}carbamate (66 mg) was added to the mixture. Subsequently, a dimethylformamide solution (2 ml) of methyl iodide (77 mg) was added thereto, and the mixture was stirred at room temperature for 10 min. Water was added to stop the reaction, and the reaction solution was then extracted with ethyl acetate, followed by washing with water and saturated brine in that or... Starting materials: CC(C(=O)O)(C(=O)O)C (dimethylmalonic acid), Cl (hydrogen chloride), S(=O)=O (sulfur dioxide), S(=O)(Cl)Cl (thionyl chloride), CC(C(=O)O)(C(=O)O)C (dimethylmalonic acid). The product is CC(C(=O)Cl)(C(=O)Cl)C (Dimethylmalonyl Chloride). As a reaction SMILES: [CH3:1][C:2]([CH3:9])([C:6](O)=[O:7])[C:3](O)=[O:4].S(Cl)([Cl:12])=O.[ClH:14].S(=O)=O>>[CH3:1][C:2]([CH3:9])([C:6]([Cl:12])=[O:7])[C:3]([Cl:14])=[O:4]. Procedure: To a 500 ml. one-necked flask equipped with reflux condenser with drying tube, is added 50 grams (0.38 mole) dimethylmalonic acid (Aldrich Chemical Co.) and 300 ml. thionyl chloride. The mixture is heated to reflux for about 1 hour during which time the dimethylmalonic acid is dissolved and hydrogen chloride and sulfur dioxide are evolved. The unreacted thionyl chloride is removed by distillation under reduced pressure. The residue is recrystallized twice from cyclohexane to yield a white solid,... The reactants are C(\C=C/C(=O)OC)(=O)OC (dimethyl maleate), COCN(C[Si](C)(C)C)CC1=CC=CC=C1 (N-(methoxymethyl)-N-(trimethylsilylmethyl)benzylamine), C(=O)(C(F)(F)F)O (TFA). Solvent: C(Cl)Cl (CH2Cl2), C(Cl)Cl (CH2Cl2). Conditions: time 6 hour. Yields the product C(C1=CC=CC=C1)N1CC(C(C1)C(=O)OC)C(=O)OC (dimethyl 1-benzylpyrrolidine-3,4-dicarboxylate). Isolated yield 86.0%. RXN SMILES: [C:1]([O:9][CH3:10])(=[O:8])/[CH:2]=[CH:3]\[C:4]([O:6][CH3:7])=[O:5].CO[CH2:13][N:14]([CH2:20][C:21]1[CH:26]=[CH:25][CH:24]=[CH:23][CH:22]=1)[CH2:15][Si](C)(C)C.C(O)(C(F)(F)F)=O>C(Cl)Cl>[CH2:20]([N:14]1[CH2:15][CH:3]([C:4]([O:6][CH3:7])=[O:5])[CH:2]([C:1]([O:9][CH3:10])=[O:8])[CH2:13]1)[C:21]1[CH:26]=[CH:25][CH:24]=[CH:23][CH:22]=1. Procedure: To a solution of dimethyl maleate (4.00 g) in CH2Cl2 (100 mL) was added N-(methoxymethyl)-N-(trimethylsilylmethyl)benzylamine (1.2 eq) followed by a solution of TFA in CH2Cl2 (0.1 eq, 1 M) dropwise at 0° C. under N2. The reaction mixture was heated to room temperature and stirred for 6 h, washed with water followed by brine. The mixture was dried over anhydrous Na2SO4 and concentrated in vacuo. The residue was chromatographed with a silica gel column (eluting agent: 3:1 (v/v) PE/EA) to yield the... Reactants: NC1=NC=CC(=C1)C1=C(OC2=CC(=C(C=C2Cl)S(=O)(=O)N(C=2N=NC=CC2)COC)F)C=CC(=C1)Cl (4-[2-(2-aminopyridin-4-yl)-4-chlorophenoxy]-5-chloro-2-fluoro-N-(methoxymethyl)-N-pyridazin-3-ylbenzenesulfonamide), NC1=NC=CC(=C1)C1=C(OC2=CC(=C(C=C2Cl)S(=O)(=O)/N=C\2/N(N=CC=C2)COC)F)C=CC(=C1)Cl (4-[2-(2-aminopyridin-4-yl)-4-chlorophenoxy]-5-chloro-2-fluoro-N-[(3E)-2-(methoxymethyl)pyridazin-3(2H)-ylidene]benzenesulfonamide), FC(C(=O)O)(F)F (trifluoroacetic acid), CO (methanol), Cl (hydrogen chloride), O (water). Reaction conditions: time 24 hour. Yields the product NC1=NC=CC(=C1)C1=C(OC2=CC(=C(C=C2Cl)S(=O)(=O)NC=2N=NC=CC2)F)C=CC(=C1)Cl (4-[2-(2-aminopyridin-4-yl)-4-chlorophenoxy]-5-chloro-2-fluoro-N-pyridazin-3-ylbenzenesulfonamide). Reaction SMILES: [NH2:1][C:2]1[CH:7]=[C:6]([C:8]2[CH:35]=[C:34]([Cl:36])[CH:33]=[CH:32][C:9]=2[O:10][C:11]2[C:16]([Cl:17])=[CH:15][C:14]([S:18]([N:21](COC)[C:22]3[N:23]=[N:24][CH:25]=[CH:26][CH:27]=3)(=[O:20])=[O:19])=[C:13]([F:31])[CH:12]=2)[CH:5]=[CH:4][N:3]=1.NC1C=C(C2C=C(Cl)C=CC=2OC2C(Cl)=CC(S(/N=C3/N(COC)N=CC=C/3)(=O)=O)=C(F)C=2)C=CN=1.FC(F)(F)C(O)=O.CO.Cl.O>>[NH2:1][C:2]1[CH:7]=[C:6]([C:8]2[CH:35]=[C:34]([Cl:36])[CH:33]=[CH:32][C:9]=2[O:10][C:11]2[C:16]([Cl:17])=[CH:15][C:14]([S:18]([NH:21][C:22]3[N:23]=[N:24][CH:25]=[CH:26][CH:27]=3)(=[O:19])=[O:20])=[C:13]([F:31])[CH:12]=2)[CH:5]=[CH:4][N:3]=1. Reported procedure: 4-[2-(2-aminopyridin-4-yl)-4-chlorophenoxy]-5-chloro-2-fluoro-N-(methoxymethyl)-N-pyridazin-3-ylbenzenesulfonamide and 4-[2-(2-aminopyridin-4-yl)-4-chlorophenoxy]-5-chloro-2-fluoro-N-[(3E)-2-(methoxymethyl)pyridazin-3(2H)-ylidene]benzenesulfonamide, (Preparation 875, 93 mg, 0.17 mmol) in trifluoroacetic acid (1 mL, 10 mmol) was stirred for 24 hours. The reaction mixture was concentrated and the residue was taken in methanol (1 mL, 20 mmol) and 2 M of hydrogen chloride in water (1 mL, 2 mmol). Af...